Task: describe an organic reaction: reactants, conditions, products, and yield. Dataset: the Open Reaction Database (ORD), a public repository of structured organic reaction records Reactants: O (water), BrC1=CC(=C(C=C1)O)F (4-bromo-2-fluorophenol), ClCC(=C)C (3-chloro-2-methylprop-1-ene), C([O-])([O-])=O.[K+].[K+] (potassium carbonate). Run in CC(=O)C (acetone). Reaction conditions: temperature 70 celsius, time 15 hour. Product: BrC1=CC(=C(C=C1)OCC(=C)C)F (4-bromo-2-fluoro-1-[(2-methylprop-2-en-1-yl)oxy]benzene). As a reaction SMILES: [Br:1][C:2]1[CH:7]=[CH:6][C:5]([OH:8])=[C:4]([F:9])[CH:3]=1.Cl[CH2:11][C:12]([CH3:14])=[CH2:13].C(=O)([O-])[O-].[K+].[K+].O>CC(C)=O>[Br:1][C:2]1[CH:7]=[CH:6][C:5]([O:8][CH2:13][C:12]([CH3:14])=[CH2:11])=[C:4]([F:9])[CH:3]=1 |f:2.3.4|. Procedure: To a solution of 4-bromo-2-fluorophenol (26.8 g) and 3-chloro-2-methylprop-1-ene (13.7 mL) in acetone (420 mL) was added potassium carbonate (29 g), and the mixture was stirred at 70° C. for 15 hr. The reaction mixture was allowed to cool to room temperature, water was added to the reaction mixture, and the mixture was extracted with ethyl acetate. The organic layer was washed with saturated brine and dried over anhydrous magnesium sulfate. The solvent was evaporated and the residue was purified... Reactants: ClC=1C=C2C=C(NC2=C(C1)NC1CCCC1)C=1SC[C@H](N1)CCC(=O)O (3-[(R)-2-(5-chloro-7-cyclopentylamino-1H-indol-2-yl)-4,5-dihydro-thiazol-4-yl]-propionic acid), CN1CCNCC1 (1-methylpiperazine). As a reaction SMILES: [Cl:1][C:2]1[CH:3]=[C:4]2[C:8](=[C:9]([NH:11][CH:12]3[CH2:16][CH2:15][CH2:14][CH2:13]3)[CH:10]=1)[NH:7][C:6]([C:17]1[S:18][CH2:19][C@@H:20]([CH2:22][CH2:23][C:24](O)=[O:25])[N:21]=1)=[CH:5]2.[CH3:27][N:28]1[CH2:33][CH2:32][NH:31][CH2:30][CH2:29]1>>[Cl:1][C:2]1[CH:3]=[C:4]2[C:8](=[C:9]([NH:11][CH:12]3[CH2:16][CH2:15][CH2:14][CH2:13]3)[CH:10]=1)[NH:7][C:6]([C:17]1[S:18][CH2:19][C@@H:20]([CH2:22][CH2:23][C:24]([N:31]3[CH2:32][CH2:33][N:28]([CH3:27])[CH2:29][CH2:30]3)=[O:25])[N:21]=1)=[CH:5]2. Yield: 28.0%. Reported procedure: The compound (150 mg, 0.38 mmol) prepared in Example 149 and 1-methylpiperazine instead of morpholine were reacted according to the same procedure as Example 73 to give the title compound (50 mg, Yield 28%). Product: ClC=1C=C2C=C(NC2=C(C1)NC1CCCC1)C=1SC[C@H](N1)CCC(=O)N1CCN(CC1)C (3-[(R)-2-(5-chloro-7-cyclopentylamino-1H-indol-2-yl)-4,5-dihydro-thiazol-4-yl]-1-(4-methyl-piperazin-1-yl)-propan-1-one).